Dataset: the Open Reaction Database (ORD), a public repository of structured organic reaction records. Task: describe an organic reaction: reactants, conditions, products, and yield Reactants: CC(C(=O)N)(C)C (2,2,2-trimethylacetamide), C(C(=O)Cl)(=O)Cl (oxalyl chloride), NC1=CC=C(C=N1)OC1=CC(=NC=C1)NC(OC(C)(C)C)=O (tert-butyl (4-((6-aminopyridin-3-yl)oxy)pyridin-2-yl)carbamate), N1=CC=CC=C1 (pyridine). Solvent: ClCCCl (DCE). Reaction conditions: time 10 minute. The product is C(C(C)(C)C)(=O)NC(NC1=CC=C(C=N1)OC1=CC(=NC=C1)NC(OC(C)(C)C)=O)=O (tert-butyl (4-((6-(3-pivaloylureido)pyridin-3-yl)oxy)pyridin-2-yl)carbamate). Yield: 70.4%. Reaction SMILES: [CH3:1][C:2]([CH3:7])([CH3:6])[C:3]([NH2:5])=[O:4].C(Cl)(=O)[C:9](Cl)=[O:10].[NH2:14][C:15]1[N:20]=[CH:19][C:18]([O:21][C:22]2[CH:27]=[CH:26][N:25]=[C:24]([NH:28][C:29](=[O:35])[O:30][C:31]([CH3:34])([CH3:33])[CH3:32])[CH:23]=2)=[CH:17][CH:16]=1.N1C=CC=CC=1>ClCCCl>[C:3]([NH:5][C:9](=[O:10])[NH:14][C:15]1[N:20]=[CH:19][C:18]([O:21][C:22]2[CH:27]=[CH:26][N:25]=[C:24]([NH:28][C:29](=[O:35])[O:30][C:31]([CH3:32])([CH3:34])[CH3:33])[CH:23]=2)=[CH:17][CH:16]=1)(=[O:4])[C:2]([CH3:7])([CH3:6])[CH3:1]. Procedure details: A solution of 2,2,2-trimethylacetamide (0.750 g, 7.42 mmol) in DCE (10 mL) was treated with oxalyl chloride (0.600 mL, 7.09 mmol), stirred at RT for 10 min, then heated at 80° C. for 1 h. The mixture was cooled to RT, partially concentrated, then added drop-wise to a solution of tert-butyl (4-((6-aminopyridin-3-yl)oxy)pyridin-2-yl)carbamate (1.6 g, 5.29 mmol) in pyridine (0.60 mL, 7.44 mmol) and stirred at RT for 45 min. The mixture was concentrated to dryness, treated with MeCN, sonicated and t... The reactants are CC1(OB(OC1(C)C)C=1C=C(C=CC1)N)C (3-(4,4,5,5-Tetramethyl-[1,3,2]dioxaborolan-2-yl)-phenylamine), ClC1=C(C=C(C=C1)N=C=O)C(F)(F)F (1-chloro-4-isocyanato-2-trifluoromethyl-benzene). Run in ClCCl (dichloromethane). Yields the product ClC1=C(C=C(C=C1)NC(=O)NC1=CC(=CC=C1)B1OC(C(O1)(C)C)(C)C)C(F)(F)F (1-(4-Chloro-3-trifluoromethyl-phenyl)-3-[3-(4,4,5,5-tetramethyl-[1,3,2]dioxaborolan-2-yl)-phenyl]urea). Isolated yield 98.7%. RXN SMILES: [CH3:1][C:2]1([CH3:16])[C:6]([CH3:8])([CH3:7])[O:5][B:4]([C:9]2[CH:10]=[C:11]([NH2:15])[CH:12]=[CH:13][CH:14]=2)[O:3]1.[Cl:17][C:18]1[CH:23]=[CH:22][C:21]([N:24]=[C:25]=[O:26])=[CH:20][C:19]=1[C:27]([F:30])([F:29])[F:28]>ClCCl>[Cl:17][C:18]1[CH:23]=[CH:22][C:21]([NH:24][C:25]([NH:15][C:11]2[CH:12]=[CH:13][CH:14]=[C:9]([B:4]3[O:3][C:2]([CH3:16])([CH3:1])[C:6]([CH3:7])([CH3:8])[O:5]3)[CH:10]=2)=[O:26])=[CH:20][C:19]=1[C:27]([F:28])([F:29])[F:30]. Reported procedure: To a solution of 3-(4,4,5,5-Tetramethyl-[1,3,2]dioxaborolan-2-yl)-phenylamine (100 mg, 0.46 mmol) in dichloromethane (4 mL), 1-chloro-4-isocyanato-2-trifluoromethyl-benzene (100 mg, 0.46 mmol) was added. The mixture was stirred until disappearance of the starting material. The solvent was evaporated to dryness to give 200 mg of 1-(4-Chloro-3-trifluoromethyl-phenyl)-3-[3-(4,4,5,5-tetramethyl-[1,3,2]dioxaborolan-2-yl)-phenyl]urea in quantitative yield. Procedure: The title compound was prepared from (RS)-[4-chloro-5-methyl-2-(3-oxo-3-{3-[2-(tetrahydro-pyran-2-yloxymethyl)-pyridin-4-yl]-phenyl}-propionylamino)-phenyl]-carbamic acid tert-butyl ester (Example M259) (0.50 g, 0.84 mmol) by treatment with TFA in CH2Cl2 according to the general procedure N. Obtained as an off-white solid (182 mg, 55%). Reaction SMILES: C(OC(=O)[NH:7][C:8]1[CH:13]=[C:12]([CH3:14])[C:11]([Cl:15])=[CH:10][C:9]=1[NH:16][C:17](=[O:41])[CH2:18][C:19](=O)[C:20]1[CH:25]=[CH:24][CH:23]=[C:22]([C:26]2[CH:31]=[CH:30][N:29]=[C:28]([CH2:32][O:33]C3CCCCO3)[CH:27]=2)[CH:21]=1)(C)(C)C.C(O)(C(F)(F)F)=O>C(Cl)Cl>[Cl:15][C:11]1[C:12]([CH3:14])=[CH:13][C:8]2[N:7]=[C:19]([C:20]3[CH:25]=[CH:24][CH:23]=[C:22]([C:26]4[CH:31]=[CH:30][N:29]=[C:28]([CH2:32][OH:33])[CH:27]=4)[CH:21]=3)[CH2:18][C:17](=[O:41])[NH:16][C:9]=2[CH:10]=1. Reactants: C(C)(C)(C)OC(NC1=C(C=C(C(=C1)C)Cl)NC(CC(C1=CC(=CC=C1)C1=CC(=NC=C1)COC1OCCCC1)=O)=O)=O ((RS)-[4-chloro-5-methyl-2-(3-oxo-3-{3-[2-(tetrahydro-pyran-2-yloxymethyl)-pyridin-4-yl]-phenyl}-propionylamino)-phenyl]-carbamic acid tert-butyl ester), C(=O)(C(F)(F)F)O (TFA). Yield: 55.0%. Product: ClC=1C(=CC2=C(NC(CC(=N2)C2=CC(=CC=C2)C2=CC(=NC=C2)CO)=O)C1)C (8-Chloro-4-[3-(2-hydroxymethyl-pyridin-4-yl)-phenyl]-7-methyl-1,3-dihydro-benzo[b][1,4]diazepin-2-one), solid. The solvent is C(Cl)Cl (CH2Cl2). The reactants are COC1=C(C(=O)OC)C=CC(=C1)N1N=C(C=C1)C (2-methoxy4-(3-methyl-pyrazol-1-yl)-benzoic acid, methyl ester), [OH-].[Li+] (lithium hydroxide). The solvent is O1CCCC1 (tetrahydrofuran). Product: COC1=C(C(=O)O)C=CC(=C1)N1N=C(C=C1)C (2-Methoxy-4-(3-methyl-pyrazol-1-yl)-benzoic Acid). As a reaction SMILES: [CH3:1][O:2][C:3]1[CH:12]=[C:11]([N:13]2[CH:17]=[CH:16][C:15]([CH3:18])=[N:14]2)[CH:10]=[CH:9][C:4]=1[C:5]([O:7]C)=[O:6].[OH-].[Li+]>O1CCCC1>[CH3:1][O:2][C:3]1[CH:12]=[C:11]([N:13]2[CH:17]=[CH:16][C:15]([CH3:18])=[N:14]2)[CH:10]=[CH:9][C:4]=1[C:5]([OH:7])=[O:6] |f:1.2|. Procedure: A solution of 2-methoxy-4-(3-methyl-pyrazol-1-yl)-benzoic acid methyl ester (0.5 g) from Example 105 in tetrahydrofuran (2.5 ml) was treated with 1 N lithium hydroxide (2.13 ml) at room temperature. After 14 hours the solvent was removed in vacuo and the title compound precipitated by the addition at 0° C. of 1N hydrochloric acid. After drying under vacuum 0.42 g of the title compound was obtained as a solid. MS, m/z: 232 (M)+. Reactants: ClC=1C=C(C(=O)OO)C=CC1 (3-Chloroperoxybenzoic acid), FC(CC1=NC(=CC=C1)CC(F)(F)F)(F)F (2,6-bis-(2,2,2-trifluoro-ethyl)-pyridine). The solvent is C(Cl)(Cl)Cl (CHCl3). Reaction conditions: time 4 hour. Product: FC(CC1=[N+](C(=CC=C1)CC(F)(F)F)[O-])(F)F (2,6-Bis-(2,2,2-trifluoro-ethyl)-pyridine 1-oxide). The yield is 58.4%. Reaction SMILES: ClC1C=C(C=CC=1)C(OO)=[O:6].[F:12][C:13]([F:27])([F:26])[CH2:14][C:15]1[CH:20]=[CH:19][CH:18]=[C:17]([CH2:21][C:22]([F:25])([F:24])[F:23])[N:16]=1>C(Cl)(Cl)Cl>[F:27][C:13]([F:12])([F:26])[CH2:14][C:15]1[CH:20]=[CH:19][CH:18]=[C:17]([CH2:21][C:22]([F:25])([F:24])[F:23])[N+:16]=1[O-:6]. Procedure: 3-Chloroperoxybenzoic acid (4.52 g, 26.2 mmol) was added to a solution of 2,6-bis-(2,2,2-trifluoro-ethyl)-pyridine (4.25 g, 17.5 mmol) in CHCl3 (70 mL). The reaction was stirred at room temperature for 4 hours and then quenched with satd Na2SO3. The layers were separated and the aqueous layer was extracted with CH2Cl2. The organic layers were washed with 1 N NaOH, brine, dried over Na2SO4 and concentrated to a yellow oil. Purification by flash column chromatography (0% to 50% EtOAc in hexanes) g... The reactants are NC1CNCC1CO (3-Amino-4-hydroxymethyl-pyrrolidine), C=O (formaldehyde). The product is C12NCOCC2CNC1 (4-Oxa-2,8-diazabicyclo[4.3.0]nonane). RXN SMILES: [NH2:1][CH:2]1[CH:6]([CH2:7][OH:8])[CH2:5][NH:4][CH2:3]1.[CH2:9]=O>>[CH:2]12[CH2:3][NH:4][CH2:5][CH:6]1[CH2:7][O:8][CH2:9][NH:1]2. Reported procedure: 3-Amino-4-hydroxymethyl-pyrrolidine is reacted with formaldehyde solution analogously to Example Pe). The reactants are O=C(Cl)OCc1ccccc1, [Na+], O=C(O)C1COCCN1, [OH-], O. The product is O=C(O)C1COCCN1C(=O)OCc1ccccc1. Reaction SMILES: [Cl:12][C:13](=[O:14])[O:15][CH2:16][c:17]1[cH:18][cH:19][cH:20][cH:21][cH:22]1.[Na+:11].[O:1]1[CH2:2][CH:3]([C:7](=[O:8])[OH:9])[NH:4][CH2:5][CH2:6]1.[OH-:10].[OH2:23]>>[O:1]1[CH2:2][CH:3]([C:7](=[O:8])[OH:9])[N:4]([C:13](=[O:14])[O:15][CH2:16][c:17]2[cH:18][cH:19][cH:20][cH:21][cH:22]2)[CH2:5][CH2:6]1. Reactants: CCOC(=O)CCCCBr, O=C([O-])[O-], CS(C)=O, [K+], [K+], O=c1ccc2c(O)cccc2o1. Product: CCOC(=O)CCCCOc1cccc2oc(=O)ccc12. RXN SMILES: [Br:13][CH2:14][CH2:15][CH2:16][CH2:17][C:18](=[O:19])[O:20][CH2:21][CH3:22].[C:23](=[O:24])([O-:25])[O-:26].[CH3:29][S:30](=[O:31])[CH3:32].[K+:27].[K+:28].[OH:1][c:2]1[c:3]2[cH:4][cH:5][c:6](=[O:12])[o:7][c:8]2[cH:9][cH:10][cH:11]1>>[O:1]([c:2]1[c:3]2[cH:4][cH:5][c:6](=[O:12])[o:7][c:8]2[cH:9][cH:10][cH:11]1)[CH2:14][CH2:15][CH2:16][CH2:17][C:18](=[O:19])[O:20][CH2:21][CH3:22]. Reactants: ClCC(=O)O (chloroacetic acid), C(CCC)[Li] (butyllithium), C(CCC)[Li] (butyllithium), O1C(CCCC1)SCCO (2-[(tetrahydropyran-2-yl)thio]ethanol). Solvent: O1CCCC1.CN1CCCN(C1=O)C (tetrahydrofuran DMPU), CCCCCC (hexane), ice, CCCCCC (hexane), O1CCCC1 (tetrahydrofuran). Product: O1C(CCCC1)SCCOCC(=O)O ([2-[(tetrahydropyran-2-yl)thio]ethoxy]acetic acid). Yield: 51.1%. Reaction SMILES: Cl[CH2:2][C:3]([OH:5])=[O:4].C([Li])CCC.[O:11]1[CH2:16][CH2:15][CH2:14][CH2:13][CH:12]1[S:17][CH2:18][CH2:19][OH:20]>O1CCCC1.CN1C(=O)N(C)CCC1.CCCCCC.O1CCCC1>[O:11]1[CH2:16][CH2:15][CH2:14][CH2:13][CH:12]1[S:17][CH2:18][CH2:19][O:20][CH2:2][C:3]([OH:5])=[O:4] |f:3.4|. Procedure: To a solution of chloroacetic acid (22.7 g) in tetrahydrofuran-DMPU (5:1, 300 ml) was added a solution of butyllithium (0.24 mol) in hexane (150 ml) at -78° C. and the resulting suspension was warmed to room temperature. Separately, a solution of butyllithium (0.24 mol) in hexane (150 ml) was added to a solution of 2-[(tetrahydropyran-2-yl)thio]ethanol (38.9 g) in tetrahydrofuran (200 ml) at -78° C. and this solution was also warmed to room temperature. This solution and the above suspension wer...